From a dataset of the Open Reaction Database (ORD), a public repository of structured organic reaction records. describe an organic reaction: reactants, conditions, products, and yield The reactants are CO, [Na+], [OH-], O, COC(=O)c1ccccc1-c1ccccn1. Yields the product O=C(O)c1ccccc1-c1ccccn1. Reaction SMILES: [CH3:20][OH:21].[Na+:18].[OH-:17].[OH2:19].[n:1]1[c:2](-[c:7]2[c:8]([C:9](=[O:10])[O:11][CH3:12])[cH:13][cH:14][cH:15][cH:16]2)[cH:3][cH:4][cH:5][cH:6]1>>[n:1]1[c:2](-[c:7]2[c:8]([C:9](=[O:10])[OH:11])[cH:13][cH:14][cH:15][cH:16]2)[cH:3][cH:4][cH:5][cH:6]1. The reactants are BrCC1=CC2=CC=CC=C2C=C1 (2-bromomethylnaphthalene), [OH-].[Na+] (sodium hydroxide), C1(CC1)C(=O)Cl (cyclopropane carboxylic acid chloride), S.[Na] (sodium hydrogen sulfide), C(C)O (ethanol). Run in ClCCl (dichloromethane). Conditions: time 30 minute. Product: C1=C(C=CC2=CC=CC=C12)COC(=O)C=1SC=CC1.C1CC1 (cyclopropane thiolcarboxylic acid 2-naphthylmethyl ester). Reaction SMILES: [CH:1]1([C:4](Cl)=O)[CH2:3][CH2:2]1.[SH2:7].[Na].Br[CH2:10][C:11]1[CH:20]=[CH:19][C:18]2[C:13](=[CH:14][CH:15]=[CH:16][CH:17]=2)[CH:12]=1.[OH-:21].[Na+].[CH2:23]([OH:25])[CH3:24]>ClCCl>[CH:12]1[C:13]2[C:18](=[CH:17][CH:16]=[CH:15][CH:14]=2)[CH:19]=[CH:20][C:11]=1[CH2:10][O:25][C:23]([C:24]1[S:7][CH:2]=[CH:1][CH:4]=1)=[O:21].[CH2:1]1[CH2:3][CH2:2]1 |f:1.2,4.5,8.9,^1:7|. Reported procedure: 2.6 g of cyclopropane carboxylic acid chloride are added over 5 minutes to a solution of 2.0 g of sodium hydrogen sulfide in 20 ml of ethanol which is cooled in ice. After 30 minutes, 5.5 g of 2-bromomethylnaphthalene are added. Then 10 ml of 10% sodium hydroxide are slowly added dropwise at room temperature. After 1 hour stirring at room temperature, 25 ml of dichloromethane are added and the solution is washed twice with 10% potassium bicarbonate solution and saturated sodium chloride solution...